Dataset: the Open Reaction Database (ORD), a public repository of structured organic reaction records. Task: describe an organic reaction: reactants, conditions, products, and yield Reactants: NC(C(CC(C(=O)NCC(C)C)C(C)C)O)CC1CCCCC1 (δ-Amino-γ-hydroxy-α-(1-methylethyl)-N-(2-methylpropyl)cyclohexanehexanamide), BrCCC=C(C)C (5-bromo-2-methyl-2-pentene), C(=O)([O-])[O-].[K+].[K+] (K2CO3). The solvent is C(C)#N (acetonitrile). Run at time 24 hour. Product: [NH4+].[OH-] (NH4OH), OC(CC(C(=O)NCC(C)C)C(C)C)C(CC1CCCCC1)NCCC=C(C)C (γ-hydroxy-α-(1-methylethyl)-δ-[(4-methyl-3-pentenyl)amino]-N -(2-methylpropyl)cyclohexanehexanamide). Isolated yield 83.9%. Reaction SMILES: [NH2:1][CH:2]([CH2:17][CH:18]1[CH2:23][CH2:22][CH2:21][CH2:20][CH2:19]1)[CH:3]([OH:16])[CH2:4][CH:5]([CH:13]([CH3:15])[CH3:14])[C:6]([NH:8][CH2:9][CH:10]([CH3:12])[CH3:11])=[O:7].Br[CH2:25][CH2:26][CH:27]=[C:28]([CH3:30])[CH3:29].C([O-])([O-])=O.[K+].[K+]>C(#N)C>[NH4+:1].[OH-:7].[OH:16][CH:3]([CH:2]([NH:1][CH2:25][CH2:26][CH:27]=[C:28]([CH3:30])[CH3:29])[CH2:17][CH:18]1[CH2:19][CH2:20][CH2:21][CH2:22][CH2:23]1)[CH2:4][CH:5]([CH:13]([CH3:14])[CH3:15])[C:6]([NH:8][CH2:9][CH:10]([CH3:12])[CH3:11])=[O:7] |f:2.3.4,6.7|. Reported procedure: [αR(αR*,γR*,δS*)]-δ-Amino-γ-hydroxy-α-(1-methylethyl)-N-(2-methylpropyl)cyclohexanehexanamide (80 mg, 0.245 mmol), 5-bromo-2-methyl-2-pentene (44 mg, 0.27 mmol), and K2CO3 (250 mg) were dissolved in acetonitrile (10 mL) and stirred at RT for 24 h followed by heating at reflux under N2 for 8 h. The solvents were removed in vacuo. The residue was dissolved with CH2Cl2 and washed with water. The organic phase was dried over Na2SO4, filtered, and concentrated in vacuo. Silica gel chromatography (1:0... Reactants: C1CCOC1, [Li]CCCC, CC1CCCN(C)C1(C)C, Fc1cc(F)cc(-c2ccccc2)c1, [Li]N1C(C)(C)CCCC1(C)C, [Na+], O=C=O, [OH-]. Yields the product O=C(O)c1c(F)cc(-c2ccccc2)cc1F. Reaction SMILES: [CH2:46]1[O:47][CH2:48][CH2:49][CH2:50]1.[CH3:26][CH2:27][CH2:28][CH2:29][Li:30].[CH3:31][CH:32]1[CH2:33][CH2:34][CH2:35][N:36]([CH3:37])[C:38]1([CH3:39])[CH3:40].[F:1][c:2]1[cH:3][c:4](-[c:9]2[cH:10][cH:11][cH:12][cH:13][cH:14]2)[cH:5][c:6]([F:8])[cH:7]1.[Li:15][N:16]1[C:17]([CH3:18])([CH3:19])[CH2:20][CH2:21][CH2:22][C:23]1([CH3:24])[CH3:25].[Na+:45].[O:41]=[C:42]=[O:43].[OH-:44]>>[F:1][c:2]1[cH:3][c:4](-[c:9]2[cH:10][cH:11][cH:12][cH:13][cH:14]2)[cH:5][c:6]([F:8])[c:7]1[C:42](=[O:41])[OH:43]. Reactants: C1(CCCCC1)C=1C=2C=CC(=CC2N2C[C@@H](COC3=C(C21)C=CC=C3)OCCNC)C(=O)NS(=O)(=O)N(C)CC(OC)OC ((7S)-14-cyclohexyl-N-{[(2,2-dimethoxyethyl)(methyl)amino]sulfonyl}-7-[2-(methylamino)ethoxy]-7,8-dihydro-6H-indolo[1,2-e][1,5]benzoxazocine-11-carboxamide), C(=O)(C(F)(F)F)O (TFA), O (H2O). Run in C(Cl)Cl (DCM). Run at temperature 40 celsius, time 30 minute. The product is C1(CCCCC1)C=1C=2C=CC(=CC2N2C[C@@H](COC3=C(C21)C=CC=C3)OCCNC)C(=O)NS(=O)(=O)N(CC=O)C ((7S)-14-cyclohexyl-7-[2-(methylamino)ethoxy]-N-{[methyl(2-oxoethyl)amino]sulfonyl}-7,8-dihydro-6H-indolo[1,2-e][1,5]benzoxazocine-11-carboxamide). Reaction SMILES: [CH:1]1([C:7]2[C:8]3[CH:9]=[CH:10][C:11]([C:31]([NH:33][S:34]([N:37]([CH2:39][CH:40](OC)[O:41]C)[CH3:38])(=[O:36])=[O:35])=[O:32])=[CH:12][C:13]=3[N:14]3[C:21]=2[C:20]2[CH:22]=[CH:23][CH:24]=[CH:25][C:19]=2[O:18][CH2:17][C@@H:16]([O:26][CH2:27][CH2:28][NH:29][CH3:30])[CH2:15]3)[CH2:6][CH2:5][CH2:4][CH2:3][CH2:2]1.C(O)(C(F)(F)F)=O.O>C(Cl)Cl>[CH:1]1([C:7]2[C:8]3[CH:9]=[CH:10][C:11]([C:31]([NH:33][S:34]([N:37]([CH3:38])[CH2:39][CH:40]=[O:41])(=[O:35])=[O:36])=[O:32])=[CH:12][C:13]=3[N:14]3[C:21]=2[C:20]2[CH:22]=[CH:23][CH:24]=[CH:25][C:19]=2[O:18][CH2:17][C@@H:16]([O:26][CH2:27][CH2:28][NH:29][CH3:30])[CH2:15]3)[CH2:6][CH2:5][CH2:4][CH2:3][CH2:2]1. Procedure: A solution of (7S)-14-cyclohexyl-N-{[(2,2-dimethoxyethyl)(methyl)amino]sulfonyl}-7-[2-(methylamino)ethoxy]-7,8-dihydro-6H-indolo[1,2-e][1,5]benzoxazocine-11-carboxamide (0.06 M) in DCM was treated with an excess of TFA and H2O (>50 eq). The mixture was stirred at 40° C. for 30 min. All the volatiles were concentrated in vacuo to give the title compound, which was taken on without further purification. (ES+) m/z 583 (M+H)+.